The task is: describe an organic reaction: reactants, conditions, products, and yield. This data is from the Open Reaction Database (ORD), a public repository of structured organic reaction records. Yield: 65.0%. Yields the product C(\C=C\C(=O)O)(=O)O.ClC1=CC=CC=2CCC=3C=CN(C3C21)CCN (2-(9-chloro-4,5-dihydro-1H-benz[g]indol-1-yl)-ethylamine fumarate). Reported procedure: 1.55 g of N-[2-(9-chloro-4,5-dihydro-1H-benz[g]indol-1-yl)ethyl]-acetamide were heated to 140° for 21 hours under argon in 23 ml of ethylene glycol/water 2:1 in the presence of 1.80 g of potassium hydroxide. The reaction mixture was left to cool and was poured into 60 ml of semi-concentrated sodium chloride solution. The mixture was extracted three times with diethyl ether, the combined extracts were washed once with saturated sodium chloride solution, dried over sodium sulfate, filtered and eva... Reaction SMILES: [Cl:1][C:2]1[C:14]2[C:13]3[N:12]([CH2:15][CH2:16][NH:17][C:18](=[O:20])[CH3:19])[CH:11]=[CH:10][C:9]=3[CH2:8][CH2:7][C:6]=2[CH:5]=[CH:4][CH:3]=1.[OH-:21].[K+].[Cl-].[Na+].[CH2:25]([OH:28])[CH2:26]O.[OH2:29]>>[C:18]([OH:20])(=[O:29])/[CH:19]=[CH:26]/[C:25]([OH:28])=[O:21].[Cl:1][C:2]1[C:14]2[C:13]3[N:12]([CH2:15][CH2:16][NH2:17])[CH:11]=[CH:10][C:9]=3[CH2:8][CH2:7][C:6]=2[CH:5]=[CH:4][CH:3]=1 |f:1.2,3.4,5.6,7.8|. Reactants: ClC1=CC=CC=2CCC=3C=CN(C3C21)CCNC(C)=O (N-[2-(9-chloro-4,5-dihydro-1H-benz[g]indol-1-yl)ethyl]-acetamide), [OH-].[K+] (potassium hydroxide), C(CO)O.O (ethylene glycol water), [Cl-].[Na+] (sodium chloride). Starting materials: O=C([O-])[O-], CCOC(=O)C(C)(C)Br, CC#N, CCc1nc2ccccc2n1-c1nc(N2CCOCC2)c2nc(CN3CC4CC3CN4)n(C)c2n1, [K+], [K+]. Product: CCOC(=O)C(C)(C)N1CC2CC1CN2Cc1nc2c(N3CCOCC3)nc(-n3c(CC)nc4ccccc43)nc2n1C. RXN SMILES: [C:10](=[O:11])([O-:12])[O-:13].[CH2:1]([CH3:2])[O:3][C:4]([C:5]([CH3:6])([CH3:7])[Br:8])=[O:9].[CH3:51][C:52]#[N:53].[CH:16]12[N:17]([CH2:23][c:24]3[n:25]([CH3:50])[c:26]4[n:27][c:28](-[n:39]5[c:40]([CH2:48][CH3:49])[n:41][c:42]6[c:43]5[cH:44][cH:45][cH:46][cH:47]6)[n:29][c:30]([N:33]5[CH2:34][CH2:35][O:36][CH2:37][CH2:38]5)[c:31]4[n:32]3)[CH2:18][CH:19]([NH:20][CH2:21]1)[CH2:22]2.[K+:14].[K+:15]>>[CH2:1]([CH3:2])[O:3][C:4]([C:5]([CH3:6])([CH3:7])[N:20]1[CH:19]2[CH2:18][N:17]([CH2:23][c:24]3[n:25]([CH3:50])[c:26]4[n:27][c:28](-[n:39]5[c:40]([CH2:48][CH3:49])[n:41][c:42]6[c:43]5[cH:44][cH:45][cH:46][cH:47]6)[n:29][c:30]([N:33]5[CH2:34][CH2:35][O:36][CH2:37][CH2:38]5)[c:31]4[n:32]3)[CH:16]([CH2:21]1)[CH2:22]2)=[O:9]. Reactants: O=C(Br)CBr, Nc1ccc(Cl)cc1C(=O)O, CN(C)C=O, C1COCCO1, O. Product: O=C(CBr)Nc1ccc(Cl)cc1C(=O)O. Reaction SMILES: [Br:23][CH2:24][C:25](=[O:26])[Br:27].[NH2:1][c:2]1[c:3]([C:4](=[O:5])[OH:6])[cH:7][c:8]([Cl:11])[cH:9][cH:10]1.[O:12]=[CH:13][N:14]([CH3:15])[CH3:16].[O:17]1[CH2:18][CH2:19][O:20][CH2:21][CH2:22]1.[OH2:28]>>[NH:1]([c:2]1[c:3]([C:4](=[O:5])[OH:6])[cH:7][c:8]([Cl:11])[cH:9][cH:10]1)[C:25]([CH2:24][Br:23])=[O:26]. Solvent: C(COCCO)O (diethylene glycol). Procedure details: 593 parts of triethylene glycol, 206 parts of diethylene glycol, 305 parts of phthalic anhydride, 490 parts of 3-methyltetrahydrophthalic anhydride and 0.158 parts of toluhydroquinone were placed in a 2 liter flask containing four openings equipped with a thermometer, stirrer, inert gas introduction opening, and reflux condenser, respectively. The mixture was heated to 205° C. under a nitrogen atmosphere and allowed to react for 15 hours; upon reaching a solid acid value of 15, the mixture was c... Run at temperature 205 celsius. The product is CCCCCCC(C)(C)C(=O)OCC1CO1 (CARDURA E-10), epoxy. Reactants: 87, C1(\C=C/C(=O)O1)=O (maleic anhydride), 15, 24, C(COCCOCCO)O (triethylene glycol), C1(C=2C(C(=O)O1)=CC=CC2)=O (phthalic anhydride), CC1C2C(C(=O)OC2=O)C=CC1 (3-methyltetrahydrophthalic anhydride), C=1(C(C)=CC(O)=CC1)O (toluhydroquinone). Reaction SMILES: C(O)COCCO[CH2:7][CH2:8][OH:9].[C:11]1(=O)[O:16][C:14](=[O:15])[C:13]2=[CH:17][CH:18]=[CH:19][CH:20]=[C:12]12.[CH3:22][CH:23]1CC=CC2C(OC(=O)C12)=O.[C:34]1(O)C(=CC(=CC=1)O)C.C1(=O)OC(=O)C=C1>C(O)COCCO>[CH3:22][CH2:23][CH2:20][CH2:19][CH2:18][CH2:17][C:13]([C:14]([O:16][CH2:11][CH:8]1[O:9][CH2:7]1)=[O:15])([CH3:12])[CH3:34].